This data is from the Open Reaction Database (ORD), a public repository of structured organic reaction records. The task is: describe an organic reaction: reactants, conditions, products, and yield Starting materials: NC1=NNC=N1 (3-amino-1,2,4-triazole), CC(CC(C)(C)C)(C)[N+]#[C-] (1,1,3,3-tetramethylbutylisonitrile), CC1=C(C=O)C=C(C=C1)C (2,5-dimethylbenzaldehyde). Solvent: Cl(=O)(=O)(=O)O (perchloric acid). Yields the product CC1=C(C=C(C=C1)C)C=1N=C2N(NC=N2)C1NC(CC(C)(C)C)(C)C ([5-(2,5-Dimethyl-phenyl)-imidazo[1,2-b][1,2,4]triazol-6-yl]-(1,1,3,3-tetramethyl-butyl)-amine). Reaction SMILES: [NH2:1][C:2]1[N:6]=[CH:5][NH:4][N:3]=1.[CH3:7][C:8]([N+:15]#[C-:16])([CH3:14])[CH2:9][C:10]([CH3:13])([CH3:12])[CH3:11].[CH3:17][C:18]1[CH:25]=[CH:24][C:23]([CH3:26])=[CH:22][C:19]=1[CH:20]=O>Cl(O)(=O)(=O)=O>[CH3:17][C:18]1[CH:25]=[CH:24][C:23]([CH3:26])=[CH:22][C:19]=1[C:20]1[N:1]=[C:2]2[N:6]=[CH:5][NH:4][N:3]2[C:16]=1[NH:15][C:8]([CH3:14])([CH3:7])[CH2:9][C:10]([CH3:13])([CH3:12])[CH3:11]. Procedure: Compound 54 was prepared in accordance with the general synthesis instructions from 1.0 ml (0.1 mmol) 3-amino-1,2,4-triazole solution (0.1 M, MC), 0.575 ml (0.115 mmol) 1,1,3,3-tetramethylbutylisonitrile solution (0.2 M, MC), 0.500 ml (0.15 mmol) 2,5-dimethylbenzaldehyde solution (0.3 M, MC) and 10 μl perchloric acid (w=20%). The reactants are C1C2=C(C(=CC=C2)CC3=C(C(=CC=C3)CC4=CC=CC(=C4O)CC5=CC=CC1=C5O)O)O (calix[4]arene), C([O-])([O-])=O.[K+].[K+] (potassium carbonate), S(=O)(=O)(OC)C1=CC=C(C)C=C1 (methyl tosylate), CC#N (CH3CN). Yields the product COC1=C2CC3=C(C(=CC=C3)CC4=C(C(=CC=C4)CC5=CC=CC(=C5O)CC1=CC=C2)OC)O (26,28-dimethoxycalix[4]arene-25,27-diol). Isolated yield 98.0%. As a reaction SMILES: [CH2:1]1[C:28]2=C(O)[C:24](=[CH:25][CH:26]=[CH:27]2)[CH2:23][C:20]2=[C:21]([OH:22])[C:16](=[CH:17][CH:18]=[CH:19]2)[CH2:15][C:11]2=[CH:12][CH:13]=[CH:14][C:9](=[C:10]2[OH:31])[CH2:8][C:4]2=[CH:5][CH:6]=[CH:7][C:2]1=[C:3]2O.[C:33](=[O:36])([O-])[O-].[K+].[K+].S(C1C=CC(C)=CC=1)([O:42][CH3:43])(=O)=O.[CH3:51]C#N>>[CH3:43][O:42][C:3]1[C:4]2=[CH:5][CH:6]=[CH:7][C:2]=1[CH2:1][C:28]1[CH:27]=[CH:26][CH:25]=[C:24]([CH2:23][C:20]3[CH:19]=[CH:18][CH:17]=[C:16]([CH2:15][C:11]4[C:10]([OH:31])=[C:9]([CH2:8]2)[CH:14]=[CH:13][CH:12]=4)[C:21]=3[O:22][CH3:51])[C:33]=1[OH:36] |f:1.2.3|. Reported procedure: A suspension of calix[4]arene (17.0 g, 40 mmole), anhydrous potassium carbonate (6.08 g, 44 mmole), and methyl tosylate (14.9 g, 80 mmole) were refluxed in CH3CN (500 mL) overnight. After evaporation of the solvent, the mixture was taken up in CH2Cl2 and washed with 1 N HCl and brine. The organic layer was dried with MgSO4 and the solvent was removed in vacuo to afford the product. It was recrystallized from CH3Cl/MeOH to yield white crystals (18.1 g, 98%). mp>300° C. dec. 1H NMR (500 MHz, CDCl3... Run in N1=CC=CC=C1 (pyridine). Starting materials: COC(C1=CN=CC(=C1)NC(COC1=CC=C(C=C1)C12CC3CC(CC(C1)C3)C2)=O)=O (5-[2-(4-adamantan-1-yl-phenoxy)acetylamino]-nicotinic acid methyl ester), [I-].[Li+] (lithium Iodide). Reaction SMILES: C[O:2][C:3](=[O:31])[C:4]1[CH:9]=[C:8]([NH:10][C:11](=[O:30])[CH2:12][O:13][C:14]2[CH:19]=[CH:18][C:17]([C:20]34[CH2:29][CH:24]5[CH2:25][CH:26]([CH2:28][CH:22]([CH2:23]5)[CH2:21]3)[CH2:27]4)=[CH:16][CH:15]=2)[CH:7]=[N:6][CH:5]=1.[I-].[Li+]>N1C=CC=CC=1>[C:20]12([C:17]3[CH:18]=[CH:19][C:14]([O:13][CH2:12][C:11]([NH:10][C:8]4[CH:7]=[N:6][CH:5]=[C:4]([CH:9]=4)[C:3]([OH:31])=[O:2])=[O:30])=[CH:15][CH:16]=3)[CH2:27][CH:26]3[CH2:28][CH:22]([CH2:23][CH:24]([CH2:25]3)[CH2:29]1)[CH2:21]2 |f:1.2|. Isolated yield 33.5%. Reported procedure: A solution of 5-[2-(4-adamantan-1-yl-phenoxy)acetylamino]-nicotinic acid methyl ester (50 mg, 0.11 mmol) and lithium Iodide (189 mg, 1.11 mmol) in pyridine (3 mL) was heated to reflux until reaction completion, then cooled and distilled off the solvent under reduced pressure. The residue was taken up in water, neutralized and extracted with methanol/MC mixture (10%). The combined extracts were washed with brine and water, dried over anhydrous MgSO4, filtered and concentrated under reduced pressu... The product is C12(CC3CC(CC(C1)C3)C2)C2=CC=C(OCC(=O)NC=3C=NC=C(C(=O)O)C3)C=C2 (5-[2-(4-adamantan-1-yl-phenoxy)-acetylamino]-nicotinic acid). The reactants are Cl.O(C)N (Methoxylamine hydrochloride), NC1=NC=2C=CC=CC2C2=C1N=C(N2CC(C)(C)O)CCC(C)=O (4-[4-amino-1-(2-hydroxy-2-methylpropyl)-1H-imidazo[4,5-c]quinolin-2-yl]butan-2-one), O (Water). The solvent is N1=CC=CC=C1 (pyridine). Run at time 45 minute. Product: CON=C(C)CCC=1N(C2=C(C(=NC=3C=CC=CC23)N)N1)CC(C)(C)O (4-[4-amino-1-(2-hydroxy-2-methylpropyl)-1H-imidazo[4,5-c]quinolin-2-yl]butan-2-one O-methyloxime). Isolated yield 61.2%. As a reaction SMILES: Cl.[O:2]([NH2:4])[CH3:3].[NH2:5][C:6]1[C:15]2[N:16]=[C:17]([CH2:24][CH2:25][C:26](=O)[CH3:27])[N:18]([CH2:19][C:20]([OH:23])([CH3:22])[CH3:21])[C:14]=2[C:13]2[CH:12]=[CH:11][CH:10]=[CH:9][C:8]=2[N:7]=1.O>N1C=CC=CC=1>[CH3:3][O:2][N:4]=[C:26]([CH2:25][CH2:24][C:17]1[N:18]([CH2:19][C:20]([OH:23])([CH3:22])[CH3:21])[C:14]2[C:13]3[CH:12]=[CH:11][CH:10]=[CH:9][C:8]=3[N:7]=[C:6]([NH2:5])[C:15]=2[N:16]=1)[CH3:27] |f:0.1|. Reported procedure: Methoxylamine hydrochloride (0.26 g, 3.1 mmol) was added to a stirred solution of 4-[4-amino-1-(2-hydroxy-2-methylpropyl)-1H-imidazo[4,5-c]quinolin-2-yl]butan-2-one (0.600 g, 1.84 mmol) in pyridine (9 mL), and the reaction was stirred at room temperature for 45 minutes. Water (50 mL) was added. The aqueous layer was separated, extracted with dichloromethane (2×50 mL), adjusted to pH 10 with the addition of saturated aqueous sodium carbonate, and extracted with dichloromethane (2×25 mL). The comb...